describe an organic reaction: reactants, conditions, products, and yield From a dataset of the Open Reaction Database (ORD), a public repository of structured organic reaction records. Reactants: CCO, COC(=O)CC(O)CC(O)C=Cc1c(Cl)cc(Cl)cc1OCc1ccccc1, Cl, [Na+], [OH-], O. Yields the product O=C1CC(O)CC(C=Cc2c(Cl)cc(Cl)cc2OCc2ccccc2)O1. As a reaction SMILES: [CH3:31][CH2:32][OH:33].[Cl:1][c:2]1[c:3]([CH:17]=[CH:18][CH:19]([CH2:20][CH:21]([CH2:22][C:23](=[O:24])[O:25][CH3:28])[OH:27])[OH:26])[c:4]([O:9][CH2:10][c:11]2[cH:12][cH:13][cH:14][cH:15][cH:16]2)[cH:5][c:6]([Cl:8])[cH:7]1.[ClH:34].[Na+:30].[OH-:29].[OH2:35]>>[Cl:1][c:2]1[c:3]([CH:17]=[CH:18][CH:19]2[CH2:20][CH:21]([OH:27])[CH2:22][C:23](=[O:24])[O:25]2)[c:4]([O:9][CH2:10][c:11]2[cH:12][cH:13][cH:14][cH:15][cH:16]2)[cH:5][c:6]([Cl:8])[cH:7]1. The reactants are ClC1=NC(=NS1)C(Cl)(Cl)Cl (5-chloro-3-trichloromethyl-1,2,4-thiadiazole), C(C)(C)O (isopropanol), CC1N(CCCC1)C(CO)=O (hydroxyacetic acid 2-methylpiperidide), [OH-].[K+] (potassium hydroxide). Run in O (water). Conditions: temperature -10 celsius, time 20 hour. The product is CC1N(CCCC1)C(COC1=NC(=NS1)C(Cl)(Cl)Cl)=O ((3-trichloromethyl-1,2,4-thiadiazol-5-yl)-oxyacetic acid 2-methyl-piperidide). The yield is 71.7%. Reaction SMILES: Cl[C:2]1[S:6][N:5]=[C:4]([C:7]([Cl:10])([Cl:9])[Cl:8])[N:3]=1.[CH3:11][CH:12]1[CH2:17][CH2:16][CH2:15][CH2:14][N:13]1[C:18](=[O:21])[CH2:19][OH:20].[OH-].[K+].C(O)(C)C>O>[CH3:11][CH:12]1[CH2:17][CH2:16][CH2:15][CH2:14][N:13]1[C:18](=[O:21])[CH2:19][O:20][C:2]1[S:6][N:5]=[C:4]([C:7]([Cl:10])([Cl:9])[Cl:8])[N:3]=1 |f:2.3|. Reported procedure: 17 g (0.07 mol) of 5-chloro-3-trichloromethyl-1,2,4-thiadiazole are added to a stirred mixture which comprises 11 g (0.07 mol) of hydroxyacetic acid 2-methylpiperidide, 4.5 g (0.07 mol) of potassium hydroxide powder and 100 ml of isopropanol and has been cooled to -10° C. The reaction mixture is stirred for 20 hours at -10° C. and then poured into water, and the product is filtered off under suction and washed with water. 18 g (72% of theory) of (3-trichloromethyl-1,2,4-thiadiazol-5-yl)-oxyaceti... The reactants are CC(C)C(NC(=O)OC(C)(C)C)C(=O)OC1CCC(n2cc(-c3ccc(Oc4ccccc4)cc3)c3c(N)ncnc32)C1, CCOCC, CCOC(C)=O, Cl. Yields the product Cl, CC(C)C(N)C(=O)OC1CCC(n2cc(-c3ccc(Oc4ccccc4)cc3)c3c(N)ncnc32)C1. As a reaction SMILES: [C:1]([O:2][C:3](=[O:4])[NH:8][CH:9]([C:10](=[O:11])[O:12][CH:13]1[CH2:14][CH:15]([n:18]2[cH:19][c:20](-[c:28]3[cH:29][cH:30][c:31]([O:34][c:35]4[cH:36][cH:37][cH:38][cH:39][cH:40]4)[cH:32][cH:33]3)[c:21]3[c:22]2[n:23][cH:24][n:25][c:26]3[NH2:27])[CH2:16][CH2:17]1)[CH:41]([CH3:42])[CH3:43])([CH3:5])([CH3:6])[CH3:7].[CH3:45][CH2:46][O:47][CH2:48][CH3:49].[CH3:50][CH2:51][O:52][C:53](=[O:54])[CH3:55].[ClH:44]>>[ClH:44].[NH2:8][CH:9]([C:10](=[O:11])[O:12][CH:13]1[CH2:14][CH:15]([n:18]2[cH:19][c:20](-[c:28]3[cH:29][cH:30][c:31]([O:34][c:35]4[cH:36][cH:37][cH:38][cH:39][cH:40]4)[cH:32][cH:33]3)[c:21]3[c:22]2[n:23][cH:24][n:25][c:26]3[NH2:27])[CH2:16][CH2:17]1)[CH:41]([CH3:42])[CH3:43]. Starting materials: C1CCOC1, CCN(C(C)C)C(C)C, C=CCOC(=O)Cl, COC(=O)CC(C)N, O. Product: C=CCOC(=O)NC(C)CC(=O)OC. As a reaction SMILES: [CH2:26]1[O:27][CH2:28][CH2:29][CH2:30]1.[CH:16]([N:17]([CH:18]([CH3:19])[CH3:20])[CH2:21][CH3:22])([CH3:23])[CH3:24].[Cl:9][C:10](=[O:11])[O:12][CH2:13][CH:14]=[CH2:15].[NH2:1][CH:2]([CH2:3][C:4](=[O:5])[O:6][CH3:7])[CH3:8].[OH2:25]>>[NH:1]([CH:2]([CH2:3][C:4](=[O:5])[O:6][CH3:7])[CH3:8])[C:10](=[O:11])[O:12][CH2:13][CH:14]=[CH2:15]. Reactants: ClC1=CC=C(OC2=CC=C(C=C2)N2C(OCC2C2=CC(=CC=C2)OC)=O)C=C1 (3-[4-(4-chlorophenoxy)phenyl]-4-(3-methoxyphenyl)-oxazolidin-2-one). The solvent is [OH-].[Na+].CO (NaOH MeOH). Product: ClC1=CC=C(OC2=CC=C(C=C2)NC(CO)C2=CC(=CC=C2)OC)C=C1 (2-[4-(4-chloro-phenoxy)-phenylamino]-2-(3-methoxy-phenyl)-ethanol). The yield is 73.8%. As a reaction SMILES: [Cl:1][C:2]1[CH:28]=[CH:27][C:5]([O:6][C:7]2[CH:12]=[CH:11][C:10]([N:13]3[CH:17]([C:18]4[CH:23]=[CH:22][CH:21]=[C:20]([O:24][CH3:25])[CH:19]=4)[CH2:16][O:15]C3=O)=[CH:9][CH:8]=2)=[CH:4][CH:3]=1>[OH-].[Na+].CO>[Cl:1][C:2]1[CH:3]=[CH:4][C:5]([O:6][C:7]2[CH:12]=[CH:11][C:10]([NH:13][CH:17]([C:18]3[CH:23]=[CH:22][CH:21]=[C:20]([O:24][CH3:25])[CH:19]=3)[CH2:16][OH:15])=[CH:9][CH:8]=2)=[CH:27][CH:28]=1 |f:1.2.3|. Procedure details: A solution of the product from step 1 (293 mg) in 3 mL of NaOH/MeOH (10%, w/w) is heated to 60° C. for 6 h, then subsequently cooled to room temperature and concentrated. The residue is dissolved in EtOAc (30 ml) and is washed with brine, and dried over MgSO4, filtered, and concentrated to give the crude product, which is by purified flash chromatography on silica gel (EtOAc/Hex: 1/1) to provide 2-[4-(4-chloro-phenoxy)-phenylamino]-2-(3-methoxy-phenyl)-ethanol (202 mg).